describe an organic reaction: reactants, conditions, products, and yield From a dataset of the Open Reaction Database (ORD), a public repository of structured organic reaction records. Reactants: solution, C(=O)(C(F)(F)F)O (TFA), C(Cl)Cl (CH2Cl2), ClC1=C(C=CC=C1F)[C@@](CCCNC([O-])=O)(O)[C@H]1CN(CCC1)C(N[C@@H]([C@@H](O)C1CCCCC1)CN(C(=O)OC(C)(C)C)C)=O ((S)-4-(2-chloro-3-fluorophenyl)-4-((R)-1-((1S,2R)-1-cyclohexyl-1-hydroxy-3-(N-methyl-N-(t-butoxycarbonyl)amino)propan-2-ylcarbamoyl)piperidin-3-yl)-4-hydroxybutylcarbamate). Conditions: temperature 0 celsius, time 20 minute. The product is ClC1=C(C=CC=C1F)[C@@](CCCNC(OC)=O)(O)[C@H]1CN(CCC1)C(N[C@@H]([C@@H](O)C1CCCCC1)CNC)=O (methyl (S)-4-(2-chloro-3-fluorophenyl)-4-((R)-1-((1S,2R)-1-cyclohexyl-1-hydroxy-3-(methylamino)propan-2-ylcarbamoyl)piperidin-3-yl)-4-hydroxybutylcarbamate). Yield: 84.0%. Reaction SMILES: [Cl:1][C:2]1[C:7]([F:8])=[CH:6][CH:5]=[CH:4][C:3]=1[C@:9]([C@@H:18]1[CH2:23][CH2:22][CH2:21][N:20]([C:24](=[O:45])[NH:25][C@H:26]([CH2:35][N:36]([CH3:44])C(OC(C)(C)C)=O)[C@H:27]([CH:29]2[CH2:34][CH2:33][CH2:32][CH2:31][CH2:30]2)[OH:28])[CH2:19]1)([OH:17])[CH2:10][CH2:11][CH2:12][NH:13]C(=O)[O-].[C:46]([OH:52])(C(F)(F)F)=[O:47].[CH2:53](Cl)Cl>>[Cl:1][C:2]1[C:7]([F:8])=[CH:6][CH:5]=[CH:4][C:3]=1[C@:9]([C@@H:18]1[CH2:23][CH2:22][CH2:21][N:20]([C:24](=[O:45])[NH:25][C@H:26]([CH2:35][NH:36][CH3:44])[C@H:27]([CH:29]2[CH2:34][CH2:33][CH2:32][CH2:31][CH2:30]2)[OH:28])[CH2:19]1)([OH:17])[CH2:10][CH2:11][CH2:12][NH:13][C:46](=[O:47])[O:52][CH3:53]. Reported procedure: (S)-4-(2-chloro-3-fluorophenyl)-4-((R)-1-((1S,2R)-1-cyclohexyl-1-hydroxy-3-(N-methyl-N-(t-butoxycarbonyl)amino)propan-2-ylcarbamoyl)piperidin-3-yl)-4-hydroxybutylcarbamate (70 mg, 0.104 mmol) was cooled to 0° C. and a 20% solution of TFA in CH2Cl2 (5 mL) was added. The mixture was stirred at 0° C. for about 20 min and quenched with satd aq NaHCO3. The organic layer was separated and the aqueous layer was extracted with CH2Cl2 (3×). The combined organic layers were washed with brine, then concent...